This data is from the Open Reaction Database (ORD), a public repository of structured organic reaction records. The task is: describe an organic reaction: reactants, conditions, products, and yield Reactants: CC(C)(C)O, CC1CC(C#N)(c2cccc(Sc3ccc(-c4ccnn4C)cc3)c2)CCO1, [K+], [OH-], O. Yields the product CC1CC(C(N)=O)(c2cccc(Sc3ccc(-c4ccnn4C)cc3)c2)CCO1. As a reaction SMILES: [C:31]([OH:32])([CH3:33])([CH3:34])[CH3:35].[CH3:1][CH:2]1[O:3][CH2:4][CH2:5][C:6]([C:8]#[N:9])([c:10]2[cH:11][c:12]([S:16][c:17]3[cH:18][cH:19][c:20](-[c:23]4[cH:24][cH:25][n:26][n:27]4[CH3:28])[cH:21][cH:22]3)[cH:13][cH:14][cH:15]2)[CH2:7]1.[K+:30].[OH-:29].[OH2:36]>>[CH3:1][CH:2]1[O:3][CH2:4][CH2:5][C:6]([C:8]([NH2:9])=[O:29])([c:10]2[cH:11][c:12]([S:16][c:17]3[cH:18][cH:19][c:20](-[c:23]4[cH:24][cH:25][n:26][n:27]4[CH3:28])[cH:21][cH:22]3)[cH:13][cH:14][cH:15]2)[CH2:7]1. Starting materials: CCS, CN=C(O)c1cc([N+](=O)[O-])cc([N+](=O)[O-])c1C(=O)O, CC(=O)[O-], CCOC(C)=O, [Na+]. Product: CCSc1cc([N+](=O)[O-])cc(C(O)=NC)c1C(=O)O. As a reaction SMILES: [CH2:20]([CH3:21])[SH:22].[CH3:1][N:2]=[C:3]([c:4]1[c:5]([C:6](=[O:7])[OH:8])[c:9]([N+:16]([O-:17])=[O:18])[cH:10][c:11]([N+:13](=[O:14])[O-:15])[cH:12]1)[OH:19].[CH3:24][C:25](=[O:26])[O-:27].[CH3:28][CH2:29][O:30][C:31](=[O:32])[CH3:33].[Na+:23]>>[CH3:1][N:2]=[C:3]([c:4]1[c:5]([C:6](=[O:7])[OH:8])[c:9]([S:22][CH2:20][CH3:21])[cH:10][c:11]([N+:13](=[O:14])[O-:15])[cH:12]1)[OH:19]. Reactants: BrC=1C(C2=CC(=CC=C2C1C1=CC(=CC(=C1)F)F)O)=O (2-Bromo-3-(3,5-difluorophenyl)-6-hydroxy-1H-inden-1-one), BrC=1C(C2=CC(=CC=C2C1C1=CC=CC=C1)O)=O (2-bromo-6-hydroxy-3-phenyl-1H-inden-1-one), O=S1(CCN(CC1)CCO)=O (2-(1,1-dioxothiomorpholin-4-yl)ethanol). Reaction conditions: time 2 hour. Product: BrC=1C(C2=CC(=CC=C2C1C1=CC(=CC(=C1)F)F)OCCN1CCS(CC1)(=O)=O)=O (2-Bromo-3-(3,5-difluorophenyl)-6-[2-(1,1-dioxothiomorpholin-4-yl)ethoxy]-1H-inden-1-one). Yield: 29.0%. Reaction SMILES: [Br:1][C:2]1[C:3](=[O:20])[C:4]2[C:9]([C:10]=1[C:11]1[CH:16]=[C:15]([F:17])[CH:14]=[C:13]([F:18])[CH:12]=1)=[CH:8][CH:7]=[C:6]([OH:19])[CH:5]=2.BrC1C(=O)C2C(C=1C1C=CC=CC=1)=CC=C(O)C=2.[O:39]=[S:40]1(=[O:49])[CH2:45][CH2:44][N:43]([CH2:46][CH2:47]O)[CH2:42][CH2:41]1>>[Br:1][C:2]1[C:3](=[O:20])[C:4]2[C:9]([C:10]=1[C:11]1[CH:12]=[C:13]([F:18])[CH:14]=[C:15]([F:17])[CH:16]=1)=[CH:8][CH:7]=[C:6]([O:19][CH2:47][CH2:46][N:43]1[CH2:44][CH2:45][S:40](=[O:49])(=[O:39])[CH2:41][CH2:42]1)[CH:5]=2. Reported procedure: The procedure of Step 6 of Example 1 was repeated except for using 2-bromo-3-(3,5-difluorophenyl)-6-hydroxy-1H-inden-1-one obtained in Step 5 of Example 36 as a starting material instead of 2-bromo-6-hydroxy-3-phenyl-1H-inden-1-one, 2-(1,1-dioxothiomorpholin-4-yl)ethanol instead of 4-(2-hydroxyethyl)morpholine, being stirred for 2 h to obtain the title compound (29%). Reactants: [O-]C#N.[K+] (potassium cyanate), C(#N)CCN(C1=CC=CC=C1)CCO (N-(2-cyanoethyl)-N-(2-hydroxyethyl)aniline), S1(=O)(=O)CCCC1 (sulfolane), S1(=O)(=O)CCCC1 (sulfolane), BrCCC (1-bromopropane). Solvent: O (water). Reaction conditions: temperature 50 celsius, time 10 minute. The product is C(#N)CCN(C1=CC=CC=C1)CCOC(NCCC)=O (N-(2-cyanoethyl)-N-[2-(N-propylcarbamoyloxy)ethyl]aniline). Reaction SMILES: [O-:1][C:2]#[N:3].[K+].S1(C[CH2:10][CH2:9][CH2:8]1)(=O)=O.BrCCC.[C:16]([CH2:18][CH2:19][N:20]([CH2:27][CH2:28][OH:29])[C:21]1[CH:26]=[CH:25][CH:24]=[CH:23][CH:22]=1)#[N:17]>O>[C:16]([CH2:18][CH2:19][N:20]([CH2:27][CH2:28][O:29][C:2](=[O:1])[NH:3][CH2:8][CH2:9][CH3:10])[C:21]1[CH:26]=[CH:25][CH:24]=[CH:23][CH:22]=1)#[N:17] |f:0.1|. Procedure: To a mixture of 4 g. (.05 mole) of potassium cyanate and 25 ml. of sulfolane at 90° C. are added dropwise 9 ml. (12.3 g, 0.1 mole) of 1-bromopropane over a one-hour period. After 10 minutes of stirring at the same temperature, a solution of 6 g. (0.027 mole) of N-(2-cyanoethyl)-N-(2-hydroxyethyl)aniline in 5 ml. sulfolane is added. The resulting mixture is stirred at 90°-100° C. for three hours and then allowed to cool to 50° C. The mixture is poured into 1 liter of water under agitation, and th...